From a dataset of the Open Reaction Database (ORD), a public repository of structured organic reaction records. describe an organic reaction: reactants, conditions, products, and yield The reactants are O[C@H]1CNCC1 ((R)-3-Hydroxypyrrolidine), CN1C(N(C2=C(C1=O)C(=C(S2)CC=2C=NC=CC2)S(=O)(=O)Cl)CC(C)C)=O (1,2,3,4-tetrahydro-3-methyl-1-(2-methylpropyl)-6-(3-pyrdinyl)methyl-2,4-dioxothieno[2,3-d]pyrimidine-5-sulfonyl chloride). Reaction conditions: time 1 hour. Yields the product CN1C(N(C2=C(C1=O)C(=C(S2)CC=2C=NC=CC2)S(=O)(=O)N2C[C@@H](CC2)O)CC(C)C)=O ((3R)-1-{[1,2,3,4-Tetrahydro-3-methyl1-(2-methylpropyl)-6-(3-pyridinyl)methyl-2,4-dioxothieno[2,3-d]pyrimidin-5-yl]sulfonyl}pyrrolidin-3-ol). As a reaction SMILES: [OH:1][C@@H:2]1[CH2:6][CH2:5][NH:4][CH2:3]1.[CH3:7][N:8]1[C:13](=[O:14])[C:12]2[C:15]([S:25](Cl)(=[O:27])=[O:26])=[C:16]([CH2:18][C:19]3[CH:20]=[N:21][CH:22]=[CH:23][CH:24]=3)[S:17][C:11]=2[N:10]([CH2:29][CH:30]([CH3:32])[CH3:31])[C:9]1=[O:33]>>[CH3:7][N:8]1[C:13](=[O:14])[C:12]2[C:15]([S:25]([N:4]3[CH2:5][CH2:6][C@@H:2]([OH:1])[CH2:3]3)(=[O:27])=[O:26])=[C:16]([CH2:18][C:19]3[CH:20]=[N:21][CH:22]=[CH:23][CH:24]=3)[S:17][C:11]=2[N:10]([CH2:29][CH:30]([CH3:31])[CH3:32])[C:9]1=[O:33]. Reported procedure: (R)-3-Hydroxypyrrolidine (50 mg) was added to the solution of 1,2,3,4-tetrahydro-3-methyl-1-(2-methylpropyl)-6-(3-pyrdinyl)methyl-2,4-dioxothieno[2,3-d]pyrimidine-5-sulfonyl chloride (20 ml). After 1 hour, the solution was dried over anhydrous magnesium sulfate and filtered through a small silica pad, washing with ethyl acetate/methanol (19:1). The filtrate was evaporated and the residue was purified by preparative HPLC with dichloromethane:ethanol gradient elution followed by crystallisation fr... As a reaction SMILES: Cl.[Cl:2][CH2:3][CH2:4][CH2:5][N:6]([CH3:11])[CH2:7][CH2:8][CH2:9][Cl:10].C(=O)([O-])[O-].[Na+].[Na+]>>[Cl:2][CH2:3][CH2:4][CH2:5][N:6]([CH3:11])[CH2:7][CH2:8][CH2:9][Cl:10] |f:0.1,2.3.4|. The reactants are C([O-])([O-])=O.[Na+].[Na+] (sodium carbonate), Cl.ClCCCN(CCCCl)C (N,N-bis(3-chloropropyl)methylamine hydrochloride), alkali metal carbonate. Procedure details: In accordance with the present invention, N,N-bis(3-chloropropyl)methylamine hydrochloride is reacted with a base, as for example an alkali metal carbonate such as sodium carbonate, thereby forming the free tertiary amine, N,N,-bis(3-chloropropyl) methylamine, and this tertiary amine is reacted with trimethylamine to form a mixture of the diquaternary salt, bis(3-trimethylammoniopropyl) methylamine dichloride, and the desired monoquaternary salt, 3-[N-(3-chloropropyl)methylamino]-N,N,N-trimethyl... Product: tertiary amine, ClCCCN(CCCCl)C (N,N,-bis(3-chloropropyl) methylamine). Solvent: O1CCCC1 (tetrahydrofuran). The reactants are C(C)(C)[N-]C(C)C.[Li+].O1CCCC1 (lithium diisopropylamide tetrahydorfuran), C(C)OC(=O)C1CN(CCC1)C(=O)OC(C)(C)C (1,3-piperidinedicarboxylic acid 1-(1,1-dimethylethyl) 3-ethyl ester), BrCCCCl (1-bromo-3-chloropropane). The yield is 73.0%. The product is C(C)OC(=O)C12CCCN(CCC1)C2 (1-Azabicyclo[3.3.1]nonane-5-carboxylic acid ethyl ester). Reaction SMILES: [CH2:1]([O:3][C:4]([CH:6]1[CH2:11][CH2:10][CH2:9][N:8]([C:12](OC(C)(C)C)=O)[CH2:7]1)=[O:5])[CH3:2].[CH:19]([N-]C(C)C)(C)[CH3:20].[Li+].O1CCCC1.BrCCCCl>O1CCCC1>[CH2:1]([O:3][C:4]([C:6]12[CH2:7][N:8]([CH2:9][CH2:10][CH2:11]1)[CH2:12][CH2:20][CH2:19]2)=[O:5])[CH3:2] |f:1.2.3|. Procedure: A cooled (-50° C.) solution of 1,3-piperidinedicarboxylic acid 1-(1,1-dimethylethyl) 3-ethyl ester (12.9 g, 50 mmol) in anhydrous tetrahydrofuran (60 mL) was treated (via syringe) with 1.15N lithium diisopropylamide/tetrahydorfuran (52 mmol), stirred for one hour at -15°±5° C., cooled (-35° C.), treated with 1-bromo-3-chloropropane (10.2 g, 65 mmol), warmed to room temperature over one hour, and stirred for 30 minutes. Most of the solvent was removed in vacuo, replaced with ether, and the organi... Run at temperature -35 celsius, time 1 hour. Reactants: CO, CSc1cc([N+](=O)[O-])ccc1C, Cl, [Fe], [Na+], [Na+], O=C([O-])[O-], O. The product is CSc1cc(N)ccc1C. As a reaction SMILES: [CH3:21][OH:22].[CH3:2][S:3][c:4]1[c:5]([CH3:13])[cH:6][cH:7][c:8]([N+:10]([O-:11])=[O:12])[cH:9]1.[ClH:1].[Fe:23].[Na+:15].[Na+:16].[O-:17][C:18](=[O:19])[O-:20].[OH2:14]>>[CH3:2][S:3][c:4]1[c:5]([CH3:13])[cH:6][cH:7][c:8]([NH2:10])[cH:9]1. Reactants: [Al+3], FC(F)(F)C(F)(F)CCCCCCCOCc1ccccc1, ClCCl, CN(C)c1ccccc1, [Cl-], [Cl-], [Cl-], Cl. The product is OCCCCCCCC(F)(F)C(F)(F)F. As a reaction SMILES: [Al+3:35].[CH2:1]([c:2]1[cH:3][cH:4][cH:5][cH:6][cH:7]1)[O:8][CH2:9][CH2:10][CH2:11][CH2:12][CH2:13][CH2:14][CH2:15][C:16]([C:17]([F:18])([F:19])[F:20])([F:21])[F:22].[CH2:37]([Cl:38])[Cl:39].[CH3:23][N:24]([c:25]1[cH:26][cH:27][cH:28][cH:29][cH:30]1)[CH3:31].[Cl-:32].[Cl-:33].[Cl-:34].[ClH:36]>>[OH:8][CH2:9][CH2:10][CH2:11][CH2:12][CH2:13][CH2:14][CH2:15][C:16]([C:17]([F:18])([F:19])[F:20])([F:21])[F:22]. The reactants are BrC=1C=C2C(=NC1)CN(C2)C(=O)C2=C(C=CC(=C2)S(=O)(=O)C)O[C@H](C(F)(F)F)C ((3-Bromo-5,7-dihydro-pyrrolo[3,4-b]pyridin-6-yl)-[5-methanesulfonyl-2-((S)-2,2,2-trifluoro-1-methyl-ethoxy)-phenyl]-methanone), FC1=CC=C(C=C1)B(O)O (4-fluorophenyl boronic acid). Procedure: Prepared in analogy to Example 321 from (3-Bromo-5,7-dihydro-pyrrolo[3,4-b]pyridin-6-yl)-[5-methanesulfonyl-2-((S)-2,2,2-trifluoro-1-methyl-ethoxy)-phenyl]-methanone (example 22) and 4-fluorophenyl boronic acid. White solid. MS (m/e): 509.2 [M+H]+, 100%). Product: FC1=CC=C(C=C1)C=1C=C2C(=NC1)CN(C2)C(=O)C2=C(C=CC(=C2)S(=O)(=O)C)O[C@H](C(F)(F)F)C ([3-(4-Fluoro-phenyl)-5,7-dihydro-pyrrolo[3,4-b]pyridin-6-yl]-[5-methanesulfonyl-2-((S)-2,2,2-trifluoro-1-methyl-ethoxy)-phenyl]-methanone). As a reaction SMILES: Br[C:2]1[CH:3]=[C:4]2[CH2:10][N:9]([C:11]([C:13]3[CH:18]=[C:17]([S:19]([CH3:22])(=[O:21])=[O:20])[CH:16]=[CH:15][C:14]=3[O:23][C@@H:24]([CH3:29])[C:25]([F:28])([F:27])[F:26])=[O:12])[CH2:8][C:5]2=[N:6][CH:7]=1.[F:30][C:31]1[CH:36]=[CH:35][C:34](B(O)O)=[CH:33][CH:32]=1>>[F:30][C:31]1[CH:36]=[CH:35][C:34]([C:2]2[CH:3]=[C:4]3[CH2:10][N:9]([C:11]([C:13]4[CH:18]=[C:17]([S:19]([CH3:22])(=[O:20])=[O:21])[CH:16]=[CH:15][C:14]=4[O:23][C@@H:24]([CH3:29])[C:25]([F:28])([F:26])[F:27])=[O:12])[CH2:8][C:5]3=[N:6][CH:7]=2)=[CH:33][CH:32]=1. Starting materials: O=C(O)CCSc1ccccc1F, O=S(=O)(O)O. Product: O=C1CCSc2c(F)cccc21. Reaction SMILES: [F:1][c:2]1[c:3]([S:8][CH2:9][CH2:10][C:11](=[O:12])[OH:13])[cH:4][cH:5][cH:6][cH:7]1.[S:14](=[O:15])(=[O:16])([OH:17])[OH:18]>>[F:1][c:2]1[c:3]2[c:4]([cH:5][cH:6][cH:7]1)[C:11](=[O:13])[CH2:10][CH2:9][S:8]2.